Dataset: the Open Reaction Database (ORD), a public repository of structured organic reaction records. Task: describe an organic reaction: reactants, conditions, products, and yield Isolated yield 15.3%. Reaction conditions: time 30 minute. Procedure details: A solution of cyclopentanol (0.44 mL, 4.8 mmol), in THF (10 mL), was stirred at 0° C. as sodium hydride 60% oil dispersion (192 mg, 4.8 mmol) was added. The solution was allowed to stir for 30 minutes. A solution of methyl 3-(bromomethyl)-5-(1-methylethyl)-4-isoxazolecarboxylate (500 mg, 1.91 mmol), in THF (5 mL) was then added and the resulting solution was allowed to warm to room temperature and stir for 3 hours. The solution was then partitioned between brine and ethyl acetate. The organic la... RXN SMILES: [CH:1]1([OH:6])[CH2:5][CH2:4][CH2:3][CH2:2]1.[H-].[Na+].Br[CH2:10][C:11]1[C:15]([C:16]([O:18][CH3:19])=[O:17])=[C:14]([CH:20]([CH3:22])[CH3:21])[O:13][N:12]=1>C1COCC1>[CH:1]1([O:6][CH2:10][C:11]2[C:15]([C:16]([O:18][CH:19]3[CH2:3][CH2:2][CH2:1][CH2:5]3)=[O:17])=[C:14]([CH:20]([CH3:22])[CH3:21])[O:13][N:12]=2)[CH2:5][CH2:4][CH2:3][CH2:2]1 |f:1.2|. Product: C1(CCCC1)OCC1=NOC(=C1C(=O)OC1CCCC1)C(C)C (cyclopentyl 3-[(cyclopentyloxy)methyl]-5-(1-methylethyl)-4-isoxazolecarboxylate). Solvent: C1CCOC1 (THF), C1CCOC1 (THF). Reactants: C1(CCCC1)O (cyclopentanol), [H-].[Na+] (sodium hydride), BrCC1=NOC(=C1C(=O)OC)C(C)C (methyl 3-(bromomethyl)-5-(1-methylethyl)-4-isoxazolecarboxylate). The reactants are C(CCC)OC=C (n-butylvinyl ether), C(C(=C)C)(=O)O (methacrylic acid). Yields the product C(C(=C)C)(=O)OC(C)OCCCC (1-n-butoxyethyl methacrylate). As a reaction SMILES: [CH2:1]([O:5][CH:6]=[CH2:7])[CH2:2][CH2:3][CH3:4].[C:8]([OH:13])(=[O:12])[C:9]([CH3:11])=[CH2:10]>>[C:8]([O:13][CH:6]([O:5][CH2:1][CH2:2][CH2:3][CH3:4])[CH3:7])(=[O:12])[C:9]([CH3:11])=[CH2:10]. Procedure: The reaction procedure of Example 1 was repeated using equimolar amounts of n-butylvinyl ether and methacrylic acid. The structure of the product, 1-n-butoxyethyl methacrylate (Compound C) was obtained in 88% yield. Compound C is an example of a mono-functional alpha-alkoxyalkyl(meth)acrylate which may optionally be included with multi-functional alpha-alkoxyalkyl(meth)acrylate compounds in compositions of the present invention. The structure of Compound C was confirmed by 1H NMR and infrared an... The reactants are CN1CC[C@]23C4=C5C=CC(=C4O[C@H]2[C@H](C=C[C@H]3[C@H]1C5)O)OC.C(CCCCCCCCCCC)(=O)[O-] (Codeine laurate), CC(COC[C@@H]1[C@@H]2[C@@H]([C@H]([C@H](O1)O[C@@H]3[C@H](O[C@@H]([C@@H]([C@H]3O)O)O[C@@H]4[C@H](O[C@@H]([C@@H]([C@H]4O)O)O[C@@H]5[C@H](O[C@@H]([C@@H]([C@H]5O)O)O[C@@H]6[C@H](O[C@@H]([C@@H]([C@H]6O)O)O[C@@H]7[C@H](O[C@@H]([C@@H]([C@H]7O)O)O[C@@H]8[C@H](O[C@H](O2)[C@@H]([C@H]8O)O)COCC(C)O)COCC(C)O)COCC(C)O)COCC(C)O)COCC(C)O)COCC(C)O)O)O)O (hydroxypropyl-beta-cyclodextrin), CC(COC[C@@H]1[C@@H]2[C@@H]([C@H]([C@H](O1)O[C@@H]3[C@H](O[C@@H]([C@@H]([C@H]3O)O)O[C@@H]4[C@H](O[C@@H]([C@@H]([C@H]4O)O)O[C@@H]5[C@H](O[C@@H]([C@@H]([C@H]5O)O)O[C@@H]6[C@H](O[C@@H]([C@@H]([C@H]6O)O)O[C@@H]7[C@H](O[C@@H]([C@@H]([C@H]7O)O)O[C@@H]8[C@H](O[C@H](O2)[C@@H]([C@H]8O)O)COCC(C)O)COCC(C)O)COCC(C)O)COCC(C)O)COCC(C)O)COCC(C)O)O)O)O (hydroxypropyl-beta-cyclodextrin), CN1CC[C@]23C4=C5C=CC(=C4O[C@H]2[C@H](C=C[C@H]3[C@H]1C5)O)OC.C(CCCCCCCCCCC)(=O)[O-] (Codeine laurate). Run in O (Water). Conditions: time 30 minute. The product is CN1CC[C@]23[C@@H]4[C@H]1CC5=C2C(=C(C=C5)OC)O[C@H]3[C@H](C=C4)O (codeine base). RXN SMILES: [CH3:1][N:2]1[C@@H:18]2[CH2:19][C:7]3[CH:8]=[CH:9][C:10]([O:21][CH3:22])=[C:11]4[O:12][C@H:13]5[C@@H:14]([OH:20])[CH:15]=[CH:16][C@@H:17]2[C@:5]5([C:6]=34)[CH2:4][CH2:3]1.C([O-])(=O)CCCCCCCCCCC.CC(O)COC[C@H]1O[C@@H]2O[C@H]3[C@H](O)[C@@H](O)[C@@H](O[C@H]4[C@H](O)[C@@H](O)[C@@H](O[C@H]5[C@H](O)[C@@H](O)[C@@H](O[C@H]6[C@H](O)[C@@H](O)[C@@H](O[C@H]7[C@H](O)[C@@H](O)[C@@H](O[C@H]8[C@H](O)[C@@H](O)[C@@H](O[C@H]1[C@H](O)[C@H]2O)O[C@@H]8COCC(O)C)O[C@@H]7COCC(O)C)O[C@@H]6COCC(O)C)O[C@@H]5COCC(O)C)O[C@@H]4COCC(O)C)O[C@@H]3COCC(O)C>O>[CH3:1][N:2]1[C@@H:18]2[CH2:19][C:7]3[CH:8]=[CH:9][C:10]([O:21][CH3:22])=[C:11]4[O:12][C@H:13]5[C@@H:14]([OH:20])[CH:15]=[CH:16][C@@H:17]2[C@:5]5([C:6]=34)[CH2:4][CH2:3]1 |f:0.1|. Procedure details: Codeine laurate and hydroxypropyl-beta-cyclodextrin were complexed by the kneading method. Codeine laurate (0.700 g) and hydroxypropyl-beta-cyclodextrin (2.045 g) were blended together. Water (5 ml was added and the mixture ground together in a mortar with a pestle to form a uniform paste. Grinding was continued for 30 minutes. The paste was then dried in a vacuum oven (40° C.; 0 bar) for 48 hours. The solid mass was broken up, passed through a 60 mesh screen and returned to the vacuum oven (40°... Reactants: CC(C)=O, Oc1ccc(C2CCC3(CC2)OCCO3)c(O)c1, O, Cc1ccc(S(=O)(=O)[O-])cc1, c1cc[nH+]cc1. Product: O=C1CCC(c2ccc(O)cc2O)CC1. RXN SMILES: [CH3:37][C:38](=[O:39])[CH3:40].[O:1]1[CH2:3][CH2:2][O:4][C:5]12[CH2:6][CH2:7][CH:8]([c:11]1[c:12]([OH:18])[cH:13][c:14]([OH:17])[cH:15][cH:16]1)[CH2:9][CH2:10]2.[OH2:19].[c:20]1([CH3:21])[cH:22][cH:23][c:24]([S:25]([O-:26])(=[O:27])=[O:28])[cH:29][cH:30]1.[nH+:31]1[cH:32][cH:33][cH:34][cH:35][cH:36]1>>[O:4]=[C:5]1[CH2:6][CH2:7][CH:8]([c:11]2[c:12]([OH:18])[cH:13][c:14]([OH:17])[cH:15][cH:16]2)[CH2:9][CH2:10]1. Procedure details: Stirred 3-(1-Hydroxy-ethyl)-1-{2-oxo-2-[4-(4-pyrimidin-2-yl-phenyl)-piperazin-1-yl]-ethyl}-pyrrolidine-3-carboxylic acid [3-(4-fluoro-phenyl)-1Trityl-indazol-5-yl]-amide (7N) (65 mg, 0.073 mmol) in 85% TFA (2 ml) at room temperature overnight. Evaporated solvent. Added EtOAc (50 ml) H2O (20 ml) 2M NaOH (3 ml). Separated organic layer, dried over MgSO4, filtered and solvent evaporated yielding a residue which purified on silica gel eluting with 5% v/v MeOH:EtOAc yielding two diastereomeric racema... Run in C(=O)(C(F)(F)F)O (TFA). The product is FC1=CC=C(C=C1)C1=NNC2=CC=C(C=C12)NC(=O)C1(CN(CC1)CC(N1CCN(CC1)C1=CC=C(C=C1)C1=NC=CC=N1)=O)C(C)O (3-(1-Hydroxy-ethyl)-1-{2-oxo-2-[4-(4-pyrimidin-2-yl-phenyl)-piperazin-1-yl]-ethyl}-pyrrolidine-3-carboxylic acid [3-(4-fluoro-phenyl)-1H-indazol-5-yl]-amide). As a reaction SMILES: [F:1][C:2]1[CH:7]=[CH:6][C:5]([C:8]2[C:16]3[C:11](=[CH:12][CH:13]=[C:14]([NH:17][C:18]([C:20]4([CH:46]([OH:48])[CH3:47])[CH2:24][CH2:23][N:22]([CH2:25][C:26](=[O:45])[N:27]5[CH2:32][CH2:31][N:30]([C:33]6[CH:38]=[CH:37][C:36]([C:39]7[N:44]=[CH:43][CH:42]=[CH:41][N:40]=7)=[CH:35][CH:34]=6)[CH2:29][CH2:28]5)[CH2:21]4)=[O:19])[CH:15]=3)[N:10](C(C3C=CC=CC=3)(C3C=CC=CC=3)C3C=CC=CC=3)[N:9]=2)=[CH:4][CH:3]=1.CCOC(C)=O>C(O)(C(F)(F)F)=O>[F:1][C:2]1[CH:3]=[CH:4][C:5]([C:8]2[C:16]3[C:11](=[CH:12][CH:13]=[C:14]([NH:17][C:18]([C:20]4([CH:46]([OH:48])[CH3:47])[CH2:24][CH2:23][N:22]([CH2:25][C:26](=[O:45])[N:27]5[CH2:32][CH2:31][N:30]([C:33]6[CH:38]=[CH:37][C:36]([C:39]7[N:40]=[CH:41][CH:42]=[CH:43][N:44]=7)=[CH:35][CH:34]=6)[CH2:29][CH2:28]5)[CH2:21]4)=[O:19])[CH:15]=3)[NH:10][N:9]=2)=[CH:6][CH:7]=1. Starting materials: FC1=CC=C(C=C1)C1=NN(C2=CC=C(C=C12)NC(=O)C1(CN(CC1)CC(N1CCN(CC1)C1=CC=C(C=C1)C1=NC=CC=N1)=O)C(C)O)C(C1=CC=CC=C1)(C1=CC=CC=C1)C1=CC=CC=C1 (3-(1-Hydroxy-ethyl)-1-{2-oxo-2-[4-(4-pyrimidin-2-yl-phenyl)-piperazin-1-yl]-ethyl}-pyrrolidine-3-carboxylic acid [3-(4-fluoro-phenyl)-1Trityl-indazol-5-yl]-amide), CCOC(=O)C (EtOAc). Reactants: CC(C)(C)N(C([O-])=O)[C@H](CC)C(=O)NC=1C=NC(=CC1)OC1=CC(=C(C=C1)C#N)C(=C)C (1,1-dimethylethyl((1R)-1-{[(6-{[4-cyano-3-(1-methylethenyl)phenyl]oxy}-3-pyridinyl)amino]carbonyl}propyl)carbamate), CC(C)(C)N(C([O-])=O)[C@H](CC)C(=O)NC=1C=NC(=CC1)OC1=CC(=C(C=C1)C#N)C(=C)C (1,1-dimethylethyl((1R)-1-{[(6-{[4-cyano-3-(1-methylethenyl)phenyl]oxy}-3-pyridinyl)amino]carbonyl}propyl)carbamate). Reagents/catalysts: [Pd] (Pd). Solvent: CO (MeOH). Run at time 30 minute. The product is C(#N)C1=C(C=C(C=C1)OC1=CC=C(C=N1)NC(=O)[C@@H](CC)NC(OC(C)(C)C)=O)C(C)C (1,1-dimethylethyl ((1R)-1-{[(6-{[4-cyano-3-(1-methylethyl)phenyl]oxy}-3-pyridinyl)amino]carbonyl}propyl)carbamate). As a reaction SMILES: CC([N:5]([C@@H:9]([C:12]([NH:14][C:15]1[CH:16]=[N:17][C:18]([O:21][C:22]2[CH:27]=[CH:26][C:25]([C:28]#[N:29])=[C:24]([C:30]([CH3:32])=[CH2:31])[CH:23]=2)=[CH:19][CH:20]=1)=[O:13])[CH2:10][CH3:11])[C:6](=[O:8])[O-:7])(C)C>CO.[Pd]>[C:28]([C:25]1[CH:26]=[CH:27][C:22]([O:21][C:18]2[N:17]=[CH:16][C:15]([NH:14][C:12]([C@H:9]([NH:5][C:6](=[O:8])[O:7][C:24]([CH3:30])([CH3:25])[CH3:23])[CH2:10][CH3:11])=[O:13])=[CH:20][CH:19]=2)=[CH:23][C:24]=1[CH:30]([CH3:31])[CH3:32])#[N:29]. Reported procedure: To a solution of 1,1-dimethylethyl((1R)-1-{[(6-{[4-cyano-3-(1-methylethenyl)phenyl]oxy}-3-pyridinyl)amino]carbonyl}propyl)carbamate (Intermediate 178, 73 mg) in MeOH (10 mL) was added Pd 10% w/w on activated carbon (14 mg) and the reaction mixture was stirred for 30 minutes under H2 atmosphere (P=1 atm). The catalyst was filtered off and the solvent removed under reduced pressure. The residue was purified by flash chromatography on silica gel (SNAP 10 g) eluting from 75:25 to 40:60 cyclohexane/e...